From a dataset of the Open Reaction Database (ORD), a public repository of structured organic reaction records. describe an organic reaction: reactants, conditions, products, and yield Reactants: FC(F)c1nc2ccccc2n1-c1nc(Cl)nc(N2CCOCC2)n1, NCc1ccccn1, C1COCCO1, O. The product is FC(F)c1nc2ccccc2n1-c1nc(NCc2ccccn2)nc(N2CCOCC2)n1. Reaction SMILES: [Cl:1][c:2]1[n:3][c:4](-[n:14]2[c:15]([CH:23]([F:24])[F:25])[n:16][c:17]3[c:18]2[cH:19][cH:20][cH:21][cH:22]3)[n:5][c:6]([N:8]2[CH2:9][CH2:10][O:11][CH2:12][CH2:13]2)[n:7]1.[NH2:26][CH2:27][c:28]1[n:29][cH:30][cH:31][cH:32][cH:33]1.[O:34]1[CH2:35][CH2:36][O:37][CH2:38][CH2:39]1.[OH2:40]>>[c:2]1([NH:26][CH2:27][c:28]2[n:29][cH:30][cH:31][cH:32][cH:33]2)[n:3][c:4](-[n:14]2[c:15]([CH:23]([F:24])[F:25])[n:16][c:17]3[c:18]2[cH:19][cH:20][cH:21][cH:22]3)[n:5][c:6]([N:8]2[CH2:9][CH2:10][O:11][CH2:12][CH2:13]2)[n:7]1. Reactants: ClC1=C(N=C(N1C1=CC=C(C=C1)CC)SC(=C)C)C(C(=C)C)=O ([5-chloro-1-(4-ethylphenyl)-2-(propen-2-ylthio)-imidazol-4-yl]-2-methyl-2-propen-1-one), I(=O)(=O)(=O)[O-].[Na+] (sodium metaperiodate), O (water). Solvent: CO (methanol). Product: ClC1=C(N=C(N1C1=CC=C(C=C1)CC)S(=O)C(C)C)C(C(=C)C)=O ([5-chloro-1-(4-ethylphenyl)-2-(prop-2-ylsulfinyl)-imidazol-4-yl]-2-methyl-2-propen-1-one). Yield: 41.4%. As a reaction SMILES: [Cl:1][C:2]1[N:6]([C:7]2[CH:12]=[CH:11][C:10]([CH2:13][CH3:14])=[CH:9][CH:8]=2)[C:5]([S:15][C:16]([CH3:18])=[CH2:17])=[N:4][C:3]=1[C:19](=[O:23])[C:20]([CH3:22])=[CH2:21].I([O-])(=O)(=O)=[O:25].[Na+].O>CO>[Cl:1][C:2]1[N:6]([C:7]2[CH:8]=[CH:9][C:10]([CH2:13][CH3:14])=[CH:11][CH:12]=2)[C:5]([S:15]([CH:16]([CH3:18])[CH3:17])=[O:25])=[N:4][C:3]=1[C:19](=[O:23])[C:20]([CH3:22])=[CH2:21] |f:1.2|. Procedure: A mixture of 3.0 g (8.6 mmol) of [5-chloro-1-(4-ethylphenyl)-2-(propen-2-ylthio)-imidazol-4-yl]-2-methyl-2-propen-1-one and 2.3 g (11 mmol) of sodium metaperiodate was heated at 50° C. for 3 hours in 30 ml of 90% aqueous methanol. The mixture was cooled and poured into water. Extraction with dichloromethane yielded an oil which was purified by flash chromatography on silica (20% ethyl acetate in petroleum ether) to obtain 1.3 g (41%) of [5-chloro-1-(4-ethylphenyl)-2-(prop-2-ylsulfinyl)-imidazol-... The reactants are C(C)OC(CCC1=CC(=CC=C1)C=O)=O (3-{3-formylphenyl)-propionic acid ethyl ester), N1C=CC=C1 (pyrrole). Run in C(CC)(=O)O (propionic acid). Conditions: temperature 60 celsius, time 1 hour. Product: C(C)OC(=O)CCC=1C=C(C=CC1)C=1C2=CC=C(N2)C(=C2C=CC(C(=C3C=CC(=C(C=4C=CC1N4)C4=CC(=CC=C4)CCC(=O)OCC)N3)C3=CC(=CC=C3)CCC(=O)OCC)=N2)C2=CC(=CC=C2)CCC(=O)OCC (5,10,15,20-Tetrakis-{3-[2-(ethoxycarbonyl)-ethyl]-phenyl}-porphyrin). RXN SMILES: [CH2:1]([O:3][C:4](=[O:15])[CH2:5][CH2:6][C:7]1[CH:12]=[CH:11][CH:10]=[C:9]([CH:13]=O)[CH:8]=1)[CH3:2].[NH:16]1[CH:20]=[CH:19][CH:18]=[CH:17]1>C(O)(=O)CC>[CH2:1]([O:3][C:4]([CH2:5][CH2:6][C:7]1[CH:8]=[C:9]([C:13]2[C:20]3[NH:16][C:17]([C:13]([C:9]4[CH:10]=[CH:11][CH:12]=[C:7]([CH2:6][CH2:5][C:4]([O:3][CH2:1][CH3:2])=[O:15])[CH:8]=4)=[C:17]4[N:16]=[C:20]([C:13]([C:9]5[CH:10]=[CH:11][CH:12]=[C:7]([CH2:6][CH2:5][C:4]([O:3][CH2:1][CH3:2])=[O:15])[CH:8]=5)=[C:17]5[NH:16][C:20](=[C:13]([C:9]6[CH:10]=[CH:11][CH:12]=[C:7]([CH2:6][CH2:5][C:4]([O:3][CH2:1][CH3:2])=[O:15])[CH:8]=6)[C:17]6[CH:18]=[CH:19][C:20]=2[N:16]=6)[CH:19]=[CH:18]5)[CH:19]=[CH:18]4)=[CH:18][CH:19]=3)[CH:10]=[CH:11][CH:12]=1)=[O:15])[CH3:2]. Procedure: 20.62 g (0.10 mol) of 3-{3-formylphenyl)-propionic acid ethyl ester (CARN 110114-05-1) is dissolved in 300 ml of propionic acid and the solution is heated to 60° C. 6.71 g (0.10 mol) of pyrrole is slowly instilled and the dark solution is stirred for 1 hour at 110° C. After cooling, it is completely concentrated by evaporation in a vacuum, the residue is taken up in dichloromethane and shaken out with saturated aqueous sodium bicarbonate solution. After the drying of the organic phase on sodium ... Starting materials: COC=1C=C(C=CC1)CCCCC1=C(OCCC2N(CCCC2)C)C=CC=C1 (2-(2-{2-[4-(3-methoxyphenyl)butyl]phenoxy}ethyl)-1-methylpiperidine), O.C(CC(O)(C(=O)O)CC(=O)O)(=O)O (citric acid monohydrate). The solvent is C(C)O (ethanol). Yields the product C(CC(O)(C(=O)O)CC(=O)O)(=O)O.COC=1C=C(C=CC1)CCCCC1=C(OCCC2N(CCCC2)C)C=CC=C1 (2-(2-{2-[4-(3-Methoxyphenyl)butyl]phenoxy}ethyl)-1-methylpiperidine citrate). Yield: 76.0%. Reaction SMILES: [CH3:1][O:2][C:3]1[CH:4]=[C:5]([CH2:9][CH2:10][CH2:11][CH2:12][C:13]2[CH:28]=[CH:27][CH:26]=[CH:25][C:14]=2[O:15][CH2:16][CH2:17][CH:18]2[CH2:23][CH2:22][CH2:21][CH2:20][N:19]2[CH3:24])[CH:6]=[CH:7][CH:8]=1.O.[C:30]([OH:42])(=[O:41])[CH2:31][C:32]([CH2:37][C:38]([OH:40])=[O:39])([C:34]([OH:36])=[O:35])[OH:33]>C(O)C>[C:30]([OH:42])(=[O:41])[CH2:31][C:32]([CH2:37][C:38]([OH:40])=[O:39])([C:34]([OH:36])=[O:35])[OH:33].[CH3:1][O:2][C:3]1[CH:4]=[C:5]([CH2:9][CH2:10][CH2:11][CH2:12][C:13]2[CH:28]=[CH:27][CH:26]=[CH:25][C:14]=2[O:15][CH2:16][CH2:17][CH:18]2[CH2:23][CH2:22][CH2:21][CH2:20][N:19]2[CH3:24])[CH:6]=[CH:7][CH:8]=1 |f:1.2,4.5|. Procedure details: 1.05 g of 2-(2-{2-[4-(3-methoxyphenyl)butyl]phenoxy}ethyl)-1-methylpiperidine [prepared as described in step (a) above]and 0.58 g of citric acid monohydrate were dissolved in 10 ml of ethanol, and the resulting solution was concentrated by evaporation under reduced pressure. The resulting oil was dissolved in 20 ml of ethyl acetate, and the solution was allowed to stand at room temperature. The crystals which precipitated were collected by filtration and dried in vacuo, to give 1.20 g (yield 76%... Procedure details: To a solution of (1S,2R)-2-(bromomethyl)-4′-(4-chlorophenyl)-2′,3′,9′-trimethylspiro-[cyclopropane-1,6′-thieno[3,2-f][1,2,4]triazolo[4,3-a][1,4]diazepine](50 mg, 0.108 mmol) in anhydrous N,N-dimethylformamide (3 mL) were added ethanamine hydrochloride (221 mg, 2.71 mmol) and Hunig's base (473 μl, 2.71 mmol) at rt. After 4 days at rt, silica gel was added to the reaction, and the solvent was removed under vacuum. The dry silica gel was packed and the product was purified by chromatography (Hexane... Yields the product ClC1=CC=C(C=C1)C1=N[C@]2(C=3N(C4=C1C(=C(S4)C)C)C(=NN3)C)[C@@H](C2)CNCC (N-(((1S,2S)-4′-(4-Chlorophenyl)-2′,3′,9′-trimethylspiro[cyclopropane-1,6′-thieno[3,2-f][1,2,4]triazolo[4,3-a][1,4]diazepin]-2-yl)methyl)ethanamine). RXN SMILES: Br[CH2:2][C@H:3]1[C@@:5]2([N:11]=[C:10]([C:12]3[CH:17]=[CH:16][C:15]([Cl:18])=[CH:14][CH:13]=3)[C:9]3[C:19]([CH3:23])=[C:20]([CH3:22])[S:21][C:8]=3[N:7]3[C:24]([CH3:27])=[N:25][N:26]=[C:6]23)[CH2:4]1.Cl.[CH2:29]([NH2:31])[CH3:30].CCN(C(C)C)C(C)C>CN(C)C=O>[Cl:18][C:15]1[CH:16]=[CH:17][C:12]([C:10]2[C:9]3[C:19]([CH3:23])=[C:20]([CH3:22])[S:21][C:8]=3[N:7]3[C:24]([CH3:27])=[N:25][N:26]=[C:6]3[C@@:5]3([CH2:4][C@H:3]3[CH2:2][NH:31][CH2:29][CH3:30])[N:11]=2)=[CH:13][CH:14]=1 |f:1.2|. The yield is 69.6%. Run at time 4 day. Run in CN(C=O)C (N,N-dimethylformamide). Reactants: BrC[C@@H]1C[C@@]12C=1N(C3=C(C(=N2)C2=CC=C(C=C2)Cl)C(=C(S3)C)C)C(=NN1)C ((1S,2R)-2-(bromomethyl)-4′-(4-chlorophenyl)-2′,3′,9′-trimethylspiro-[cyclopropane-1,6′-thieno[3,2-f][1,2,4]triazolo[4,3-a][1,4]diazepine]), Cl.C(C)N (ethanamine hydrochloride), CCN(C(C)C)C(C)C (Hunig's base). Reactants: COC(=O)C(Oc1nc(OC)cc(OC)n1)C(C)(c1ccccc1)c1ccccc1, [K+], C1COCCO1, [OH-]. The product is COc1cc(OC)nc(OC(C(=O)O)C(C)(c2ccccc2)c2ccccc2)n1. RXN SMILES: [CH3:1][O:2][c:3]1[n:4][c:5]([O:11][CH:12]([C:13](=[O:14])[O:15][CH3:16])[C:17]([CH3:18])([c:19]2[cH:20][cH:21][cH:22][cH:23][cH:24]2)[c:25]2[cH:26][cH:27][cH:28][cH:29][cH:30]2)[n:6][c:7]([O:9][CH3:10])[cH:8]1.[K+:32].[O:33]1[CH2:34][CH2:35][O:36][CH2:37][CH2:38]1.[OH-:31]>>[CH3:1][O:2][c:3]1[n:4][c:5]([O:11][CH:12]([C:13](=[O:14])[OH:15])[C:17]([CH3:18])([c:19]2[cH:20][cH:21][cH:22][cH:23][cH:24]2)[c:25]2[cH:26][cH:27][cH:28][cH:29][cH:30]2)[n:6][c:7]([O:9][CH3:10])[cH:8]1. The reactants are O (water), OC=1C=C(C=C(C1)O[C@H](COC)C)C=1N(C(=CC1)C=1SC=CN1)C(=O)OC(C)(C)C (t-Butyl 2-{3-hydroxy-5-[(1S)-2-methoxy-1-methylethoxy]phenyl}-5-(1,3-thiazol-2-yl)-1H-pyrrole-1-carboxylate), ClC=1N=CC(=NC1)C(=O)OC (Methyl 5-Chloropyrazine-2-carboxylate), C([O-])([O-])=O.[K+].[K+] (potassium carbonate). Solvent: CN(C=O)C (N,N-dimethylformamide). Reaction conditions: temperature 80 celsius, time 7 hour. Yields the product COC[C@@H](OC=1C=C(OC=2N=CC(=NC2)C(=O)OC)C=C(C1)C=1NC(=CC1)C=1SC=CN1)C (Methyl 5-{3-[(1S)-2-methoxy-1-methylethoxy]-5-[5-(1,3-thiazol-2-yl)-1H-pyrrol-2-yl]phenoxyl}pyrazine-2-carboxylate). The yield is 75.8%. Reaction SMILES: [OH:1][C:2]1[CH:3]=[C:4]([C:14]2[N:15](C(OC(C)(C)C)=O)[C:16]([C:19]3[S:20][CH:21]=[CH:22][N:23]=3)=[CH:17][CH:18]=2)[CH:5]=[C:6]([O:8][C@@H:9]([CH3:13])[CH2:10][O:11][CH3:12])[CH:7]=1.Cl[C:32]1[N:33]=[CH:34][C:35]([C:38]([O:40][CH3:41])=[O:39])=[N:36][CH:37]=1.C(=O)([O-])[O-].[K+].[K+].O>CN(C)C=O>[CH3:12][O:11][CH2:10][C@H:9]([CH3:13])[O:8][C:6]1[CH:7]=[C:2]([CH:3]=[C:4]([C:14]2[NH:15][C:16]([C:19]3[S:20][CH:21]=[CH:22][N:23]=3)=[CH:17][CH:18]=2)[CH:5]=1)[O:1][C:32]1[N:33]=[CH:34][C:35]([C:38]([O:40][CH3:41])=[O:39])=[N:36][CH:37]=1 |f:2.3.4|. Procedure: t-Butyl 2-{3-hydroxy-5-[(1S)-2-methoxy-1-methylethoxy]phenyl}-5-(1,3-thiazol-2-yl)-1H-pyrrole-1-carboxylate (200 mg, 0.464 mmol) synthesized in Example (38d) and methyl 5-chloropyrazine-2-carboxylate (120 mg, 0.695 mmol) synthesized in Example (62b) were dissolved in N,N-dimethylformamide (10 mL), and potassium carbonate (257 mg, 1.86 mmol) was added, followed by stirring at 80° C. for 7 hours under nitrogen atmosphere. The reaction solution was cooled to room temperature, water (40 mL) was adde... The reactants are C(C)(=O)OCC (ethyl acetate), C(C=C)C=1C=C(C(=O)OC)C=CC1OCC=C (methyl 3-(2-propen-1-yl)-4-(2-propen-1-yloxy)benzoate), ClC1=C(C=CC=C1)Cl (1,2-dichlorobenzene). Run in CCCCCC (hexane), CCCCCC (hexane). Product: OC1=C(C=C(C(=O)OC)C=C1CC=C)CC=C (methyl 4-hydroxy-3,5-di(2-propen-1-yl)benzoate). Isolated yield 97.0%. Reaction SMILES: [CH2:1]([C:4]1[CH:5]=[C:6]([CH:11]=[CH:12][C:13]=1[O:14]CC=C)[C:7]([O:9][CH3:10])=[O:8])[CH:2]=[CH2:3].C(OCC)(=O)C.Cl[C:25]1[CH:30]=CC=C[C:26]=1Cl>CCCCCC>[OH:14][C:13]1[C:12]([CH2:30][CH:25]=[CH2:26])=[CH:11][C:6]([C:7]([O:9][CH3:10])=[O:8])=[CH:5][C:4]=1[CH2:1][CH:2]=[CH2:3]. Procedure details: The product of Step A (3.2 g, 13.8 mmol) was refluxed in 1,2-dichlorobenzene for 3 days in the presence of a catalytic amount of BHT (10 mg). Flash column chromatography of the mixture using hexane and then 10% and 20% ethyl acetate in hexane afforded 3.1 g (97%) of the title compound.